This data is from the Open Reaction Database (ORD), a public repository of structured organic reaction records. The task is: describe an organic reaction: reactants, conditions, products, and yield The reactants are CCOC(=O)C(=NOC)C1(CCl)OCCO1, CCO, [Na+], [OH-], O, O=S(=O)(O)O. The product is CON=C(C(=O)O)C1(CCl)OCCO1. Reaction SMILES: [CH3:1][O:2][N:3]=[C:4]([C:5](=[O:6])[O:7][CH2:8][CH3:9])[C:10]1([CH2:11][Cl:12])[O:13][CH2:14][CH2:15][O:16]1.[CH3:25][CH2:26][OH:27].[Na+:18].[OH-:17].[OH2:24].[S:19](=[O:20])(=[O:21])([OH:22])[OH:23]>>[CH3:1][O:2][N:3]=[C:4]([C:5](=[O:6])[OH:7])[C:10]1([CH2:11][Cl:12])[O:13][CH2:14][CH2:15][O:16]1.